Dataset: the Open Reaction Database (ORD), a public repository of structured organic reaction records. Task: describe an organic reaction: reactants, conditions, products, and yield The reactants are OP(=O)(O)CN1CCN(CCNCC1)CP(=O)(O)O (N,N'-bis(dihydroxyphosphorylmethyl)-1,4,7-triazacyclononane), ClCC(=O)O (chloroacetic acid), Cl (Hydrochloric acid), [OH-].[Na+] (NaOH). Solvent: O (water). Conditions: temperature 80 celsius. Product: C(=O)(O)CN1CCN(CCN(CC1)CP(=O)(O)O)CP(=O)(O)O (N-Carboxymethyl-N',N",-bis(dihydroxyphosphorylmethyl)-1,4,7-triazacyclononane). As a reaction SMILES: [OH:1][P:2]([CH2:5][N:6]1[CH2:14][CH2:13][NH:12][CH2:11][CH2:10][N:9]([CH2:15][P:16]([OH:19])([OH:18])=[O:17])[CH2:8][CH2:7]1)([OH:4])=[O:3].Cl[CH2:21][C:22]([OH:24])=[O:23].[OH-].[Na+].Cl>O>[C:22]([CH2:21][N:12]1[CH2:13][CH2:14][N:6]([CH2:5][P:2]([OH:4])([OH:1])=[O:3])[CH2:7][CH2:8][N:9]([CH2:15][P:16]([OH:18])([OH:19])=[O:17])[CH2:10][CH2:11]1)([OH:24])=[O:23] |f:2.3|. Reported procedure: To a solution of 0.25 millimoles of N,N'-bis(dihydroxyphosphorylmethyl)-1,4,7-triazacyclononane in water were added 0.3 millimoles of chloroacetic acid, and the pH was adjusted to 9.0 by dropwise, addition of NaOH. The mixture was then heated to 80° C. and held at that temperature overnight. Hydrochloric acid was then added to a pH of 1.5, and the water was evaporated. The solids were then triturated with ether followed by ethanol to remove contaminants, and the remaining solid product was ident... The reactants are C1=CC=CC=2C3=CC=CC=C3NC12 (carbazole), BrC1=CC=C(C=C1)Br (p-dibromobenzene), 1,1′-bisdiphenyl phosphinoferrocene, CC(C)([O-])C.[Na+] (sodium t-butoxide), CC=1C=CC=CC1C (o-xylene). Reagents/catalysts: C(C)(=O)[O-].[Pd+2].C(C)(=O)[O-] (palladium acetate). The solvent is CCCCCC.C1(=CC=CC=C1)C (hexane toluene), CCCCCC (Hexane). Conditions: time 30 minute. Product: white crystal, BrC1=CC=C(C=C1)N1C2=CC=CC=C2C=2C=CC=CC12 (9-(4-bromophenyl)carbazole). Isolated yield 44.4%. Reaction SMILES: [CH:1]1[C:13]2[NH:12][C:11]3[C:6](=[CH:7][CH:8]=[CH:9][CH:10]=3)[C:5]=2[CH:4]=[CH:3][CH:2]=1.[Br:14][C:15]1[CH:20]=[CH:19][C:18](Br)=[CH:17][CH:16]=1.CC(C)([O-])C.[Na+].CC1C=CC=CC=1C>C([O-])(=O)C.[Pd+2].C([O-])(=O)C.CCCCCC.C1(C)C=CC=CC=1.CCCCCC>[Br:14][C:15]1[CH:20]=[CH:19][C:18]([N:12]2[C:11]3[CH:10]=[CH:9][CH:8]=[CH:7][C:6]=3[C:5]3[C:13]2=[CH:1][CH:2]=[CH:3][CH:4]=3)=[CH:17][CH:16]=1 |f:2.3,5.6.7,8.9|. Procedure: 4.30 g (25.7 mmole) of carbazole, 18.19 g (77.1 mmole) of p-dibromobenzene, 0.14 g of palladium acetate and 0.33 g of 1,1′-bisdiphenyl phosphinoferrocene, 3.46 g of (36.0 mmole) sodium t-butoxide and 43 ml o-xylene were put in a 200 ml three-necked flask, and refluxed under stirring for 15 hours and 30 minutes under argon flow. The reaction mixture was filtered using a filter packed with alumina to remove insoluble matter, the filter was washed with toluene and tetrahydrofuran successively. The ... Starting materials: ClC=1C(=C(C(=C2C1C(=O)OC2=O)Cl)Cl)Cl (tetrachlorophthalic anhydride), COCCN1C(=CC2=CC=CC=C12)C (1-(2-methoxyethyl)-2-methylindole). Run in C(C)(=O)O (acetic acid). Yields the product COCCN1C(=C(C2=CC=CC=C12)C(=O)C1=C(C(=O)O)C(=C(C(=C1Cl)Cl)Cl)Cl)C (2-[1-(2-methoxyethyl)-2-methylindol-3-yl]carbonyl-3, 4, 5, 6-tetrachlorobenzoic acid). Isolated yield 112.0%. Reaction SMILES: [Cl:1][C:2]1[C:3]([Cl:15])=[C:4]([Cl:14])[C:5]([Cl:13])=[C:6]2[C:11](=[O:12])[O:10][C:8](=[O:9])[C:7]=12.[CH3:16][O:17][CH2:18][CH2:19][N:20]1[C:28]2[C:23](=[CH:24][CH:25]=[CH:26][CH:27]=2)[CH:22]=[C:21]1[CH3:29]>C(O)(=O)C>[CH3:16][O:17][CH2:18][CH2:19][N:20]1[C:28]2[C:23](=[CH:24][CH:25]=[CH:26][CH:27]=2)[C:22]([C:11]([C:6]2[C:5]([Cl:13])=[C:4]([Cl:14])[C:3]([Cl:15])=[C:2]([Cl:1])[C:7]=2[C:8]([OH:10])=[O:9])=[O:12])=[C:21]1[CH3:29]. Reported procedure: Proceeding in a manner similar to that described in part A of Example 8 above, 30.0 g of tetrachlorophthalic anhydride was interacted with 40.0 g of 1-(2-methoxyethyl)-2-methylindole in 75.0 ml of glacial acetic acid at approximately 110° C. for approximately one hour to obtain 55.83 g of 2-[1-(2-methoxyethyl)-2-methylindol-3-yl]carbonyl-3, 4, 5, 6-tetrachlorobenzoic acid, (Formula V: R=CH3OC2H4 ; R1 =CH3 ; X=Cl4 ; Y=H), a pale yellow solid which melted at 182°-184° C. A significant infrared max... The reactants are 6-chloropurinones, aliphatic amine, aliphatic amines, ClC1=C2NC(N(C2=NC(=N1)N1C=NC2=C1C=C(C=C2)F)[C@@H]2CCOC1=C(C=CC=C21)F)=O (6-chloro-2-(6-fluoro-1H-benzo[d]imidazol-1-yl)-9-((R)-8-fluorochroman-4-yl)-7H-purin-8(9H)-one), C(CCC)O (1-butanol), C(C)#N (acetonitrile). Reaction conditions: temperature 110 celsius, time 1.5 hour. Product: FC=1C=CC2=C(N(C=N2)C2=NC(=C3NC(N(C3=N2)[C@@H]2CCOC3=C(C=CC=C23)F)=O)C2=CC=CC=C2)C1 (2-(6-fluoro-1H-benzo[d]imidazol-1-yl)-9-((R)-8-fluorochroman-4-yl)-6-phenyl-7H-purin-8(9H)-one). As a reaction SMILES: Cl[C:2]1[N:10]=[C:9]([N:11]2[C:15]3[CH:16]=[C:17]([F:20])[CH:18]=[CH:19][C:14]=3[N:13]=[CH:12]2)[N:8]=[C:7]2[C:3]=1[NH:4][C:5](=[O:32])[N:6]2[C@H:21]1[C:30]2[C:25](=[C:26]([F:31])[CH:27]=[CH:28][CH:29]=2)[O:24][CH2:23][CH2:22]1.[CH2:33](O)[CH2:34][CH2:35][CH3:36].[C:38](#N)[CH3:39]>>[F:20][C:17]1[CH:18]=[CH:19][C:14]2[N:13]=[CH:12][N:11]([C:9]3[N:8]=[C:7]4[C:3]([NH:4][C:5](=[O:32])[N:6]4[C@H:21]4[C:30]5[C:25](=[C:26]([F:31])[CH:27]=[CH:28][CH:29]=5)[O:24][CH2:23][CH2:22]4)=[C:2]([C:33]4[CH:39]=[CH:38][CH:36]=[CH:35][CH:34]=4)[N:10]=3)[C:15]=2[CH:16]=1. Reported procedure: General procedure for displacement reactions of 6-chloropurinones with aliphatic amines. To 10 mg (0.022 mmol) of 6-chloro-2-(6-fluoro-1H-benzo[d]imidazol-1-yl)-9-((R)-8-fluorochroman-4-yl)-7H-purin-8(9H)-one was added 0.6 mL of 1-butanol, followed by an aliphatic amine (0.1 mL), and the reaction mixture was stirred at 110° C. for 1-2 h (HPLC monitoring). Upon completion of the reaction, the mixture was left to cool to room temperature, was diluted with acetonitrile and filtered through a Nylon ... Starting materials: C(C)(C)(C)OC1=C(C(=O)OC(C)(C)C)C(=C(C(=N1)C=1C=C2C=CN(C2=CC1)C)C=C)OC(C)(C)C (tert-butyl 2,4-di-tert-butoxy-6-(1-methyl-1H-indol-5-yl)-5-vinylnicotinate), Cl (HCl). The solvent is O1CCOCC1 (dioxane), O1CCOCC1 (dioxane). Conditions: time 1 minute. Product: OC1=C(C(NC(C1C=C)C=1C=C2C=CN(C2=CC1)C)=O)C(=O)O (4-hydroxy-6-(1-methyl-1H-indol-5-yl)-2-oxo-5-vinyl-1,2,5,6-tetrahydropyridine-3-carboxylic acid). As a reaction SMILES: C([O:5][C:6]1[N:18]=[C:17]([C:19]2[CH:20]=[C:21]3[C:25](=[CH:26][CH:27]=2)[N:24]([CH3:28])[CH:23]=[CH:22]3)[C:16]([CH:29]=[CH2:30])=[C:15]([O:31]C(C)(C)C)[C:7]=1[C:8]([O:10]C(C)(C)C)=[O:9])(C)(C)C.Cl>O1CCOCC1>[OH:31][C:15]1[CH:16]([CH:29]=[CH2:30])[CH:17]([C:19]2[CH:20]=[C:21]3[C:25](=[CH:26][CH:27]=2)[N:24]([CH3:28])[CH:23]=[CH:22]3)[NH:18][C:6](=[O:5])[C:7]=1[C:8]([OH:10])=[O:9]. Procedure details: Into a solution of tert-butyl 2,4-di-tert-butoxy-6-(1-methyl-1H-indol-5-yl)-5-vinylnicotinate (44 mg, 0.092 mmol) in dioxane (1.0 mL) was added a solution of HCl in dioxane (4.0 M×1.0 mL, 4.0 mmol). After 1 min, the mixture was evaporated to dryness. The residue was treated with ether and filtered. The solid was collected as 4-hydroxy-6-(1-methyl-1H-indol-5-yl)-2-oxo-5-vinyl-1,2,5,6-tetrahydropyridine-3-carboxylic acid (26 mg, 97%).